From a dataset of the Open Reaction Database (ORD), a public repository of structured organic reaction records. describe an organic reaction: reactants, conditions, products, and yield Starting materials: C(=O)(Cl)Cl (phosgene), C(C)C1=C(N)C(=CC(=C1)[N+](=O)[O-])CC (2,6-diethyl-4-nitroaniline). Run in C1(=CC=CC=C1)C (toluene). The product is C(C)C1=C(C(=CC(=C1)[N+](=O)[O-])CC)N=C=O (2,6-diethyl-4-nitrophenylisocyanate). RXN SMILES: [C:1](Cl)(Cl)=[O:2].[CH2:5]([C:7]1[CH:13]=[C:12]([N+:14]([O-:16])=[O:15])[CH:11]=[C:10]([CH2:17][CH3:18])[C:8]=1[NH2:9])[CH3:6]>C1(C)C=CC=CC=1>[CH2:17]([C:10]1[CH:11]=[C:12]([N+:14]([O-:16])=[O:15])[CH:13]=[C:7]([CH2:5][CH3:6])[C:8]=1[N:9]=[C:1]=[O:2])[CH3:18]. Procedure: Excess phosgene is bubbled into a warm solution of 21.5 g (0.11 moles) of 2,6-diethyl-4-nitroaniline in toluene (250 ml). After the addition, the mixture is heated to reflux and approximately 200 ml of toluene are distilled. The remainder of the toluene is removed under vacuum and the remaining brown semi-solid is distilled under vacuum to give 2,6-diethyl-4-nitrophenylisocyanate, b.p. 135°-144° C./1 mm, as a yellow liquid which crystallized on standing.